From a dataset of the Open Reaction Database (ORD), a public repository of structured organic reaction records. describe an organic reaction: reactants, conditions, products, and yield Reaction SMILES: [C:17](=[O:18])([O-:19])[O-:20].[C:23](#[N:24])[c:25]1[cH:26][cH:27][c:28]([CH2:31][CH2:32][CH:33]([CH2:34][c:35]2[cH:36][cH:37][c:38]([C:39](=[O:40])[O:41][CH3:42])[cH:43][cH:44]2)[CH:45]=[CH:46][c:47]2[c:48]([OH:53])[cH:49][cH:50][cH:51][cH:52]2)[cH:29][cH:30]1.[CH3:54][C:55]#[N:56].[Cl:1][CH2:2][c:3]1[cH:4][cH:5][c:6]([CH2:9][CH2:10][c:11]2[cH:12][cH:13][cH:14][cH:15][cH:16]2)[cH:7][cH:8]1.[K+:21].[K+:22]>>[CH2:2]([c:3]1[cH:4][cH:5][c:6]([CH2:9][CH2:10][c:11]2[cH:12][cH:13][cH:14][cH:15][cH:16]2)[cH:7][cH:8]1)[O:53][c:48]1[c:47]([CH:46]=[CH:45][CH:33]([CH2:32][CH2:31][c:28]2[cH:27][cH:26][c:25]([C:23]#[N:24])[cH:30][cH:29]2)[CH2:34][c:35]2[cH:36][cH:37][c:38]([C:39](=[O:40])[O:41][CH3:42])[cH:43][cH:44]2)[cH:52][cH:51][cH:50][cH:49]1. Reactants: O=C([O-])[O-], COC(=O)c1ccc(CC(C=Cc2ccccc2O)CCc2ccc(C#N)cc2)cc1, CC#N, ClCc1ccc(CCc2ccccc2)cc1, [K+], [K+]. Yields the product COC(=O)c1ccc(CC(C=Cc2ccccc2OCc2ccc(CCc3ccccc3)cc2)CCc2ccc(C#N)cc2)cc1. Reactants: NCC1C(C(C(O1)OC(C(NCCCNC(C(NC(C(NC(NC(C(=O)O)C(C)C)=O)C1NC(NCC1)=N)=O)C(C(C)C)O)=O)C(=O)O)C1OC(C(C1O)O)N1C(NC(C=C1)=O)=O)OC)O (16-({[5-(aminomethyl)-4-hydroxy-3-methoxytetrahydro-2-furanyl]oxy}{5-[2,4-dioxo-3,4-dihydro-1 (2H)-pyrimidinyl]-3,4-dihydroxytetrahydro-2-furanyl}methyl)-9-(1-hydroxy-2-methylpropyl)-6-(2-iminohexahydro-4-pyrimidinyl)-2-isopropyl-4,7,10-trioxo-3,5,8,11, 15-pentaazaheptadecane-1,17-dioic acid), CC(CC(C)=O)=O (2,4-pentanedione), FC(C(=O)O)(F)F (trifluoroacetic acid), FC1=CC=C(C=C1)N=C=O (4-fluorophenyl isocyanate). Run in O (water), CO (methanol), N1=CC=CC=C1 (pyridine), O (water), O1CCOCC1 (p-dioxane). Conditions: time 8 hour. Yields the product NC[C@@H]1[C@@H]([C@H](C(O1)O[C@H](C1C(N(C(N1CCCNC(C(NC(C(NC(NC(C(=O)O)C(C)C)=O)C1NC(NCC1)=N)=O)C(C(C)C)O)=O)=O)C1=CC=C(C=C1)F)=O)[C@H]1O[C@H]([C@@H]([C@@H]1O)O)N1C(NC(C=C1)=O)=O)OC)O (14-[5-((R)-{[(3R,4S,5R)-5-(Aminomethyl)-4-hydroxy-3-methoxytetrahydro-2-furanyl]oxy}{(2S,3S,4R,5R)-5-[2,4-dioxo-3,4-dihydro-1 (2H)-pyrimidinyl]-3,4-dihydroxytetrahydro-2-furanyl}methyl)-3-(4-fluorophenyl)-2,4-dioxo-1-imidazolidinyl]-9-(1-hydroxy-2-methylpropyl)-6-(2-iminohexahydro-4-pyrimidinyl)-2-isopropyl-4,7,10-trioxo-3,5,8,11-tetraazatetradecan-1-oic acid). As a reaction SMILES: [NH2:1][CH2:2][CH:3]1[O:7][CH:6]([O:8][CH:9]([CH:49]2[CH:53]([OH:54])[CH:52]([OH:55])[CH:51]([N:56]3[CH:61]=[CH:60][C:59](=[O:62])[NH:58][C:57]3=[O:63])[O:50]2)[CH:10]([C:46]([OH:48])=O)[NH:11][CH2:12][CH2:13][CH2:14][NH:15][C:16](=[O:45])[CH:17]([CH:40]([OH:44])[CH:41]([CH3:43])[CH3:42])[NH:18][C:19](=[O:39])[CH:20]([CH:32]2[CH2:37][CH2:36][NH:35][C:34](=[NH:38])[NH:33]2)[NH:21][C:22](=[O:31])[NH:23][CH:24]([CH:28]([CH3:30])[CH3:29])[C:25]([OH:27])=[O:26])[CH:5]([O:64][CH3:65])[CH:4]1[OH:66].CC(=O)CC(=O)C.[F:74][C:75]1[CH:80]=[CH:79][C:78]([N:81]=[C:82]=[O:83])=[CH:77][CH:76]=1.FC(F)(F)C(O)=O>O.CO.O1CCOCC1.N1C=CC=CC=1>[NH2:1][CH2:2][C@H:3]1[O:7][CH:6]([O:8][C@@H:9]([C@@H:49]2[C@@H:53]([OH:54])[C@@H:52]([OH:55])[C@H:51]([N:56]3[CH:61]=[CH:60][C:59](=[O:62])[NH:58][C:57]3=[O:63])[O:50]2)[CH:10]2[N:11]([CH2:12][CH2:13][CH2:14][NH:15][C:16](=[O:45])[CH:17]([CH:40]([OH:44])[CH:41]([CH3:42])[CH3:43])[NH:18][C:19](=[O:39])[CH:20]([CH:32]3[CH2:37][CH2:36][NH:35][C:34](=[NH:38])[NH:33]3)[NH:21][C:22](=[O:31])[NH:23][CH:24]([CH:28]([CH3:29])[CH3:30])[C:25]([OH:27])=[O:26])[C:82](=[O:83])[N:81]([C:78]3[CH:79]=[CH:80][C:75]([F:74])=[CH:76][CH:77]=3)[C:46]2=[O:48])[C@H:5]([O:64][CH3:65])[C@H:4]1[OH:66]. Procedure: To a solution of 47.3 mg (50 μmol) of 16-({[5-(aminomethyl)-4-hydroxy-3-methoxytetrahydro-2-furanyl]oxy}{5-[2,4-dioxo-3,4-dihydro-1 (2H)-pyrimidinyl]-3,4-dihydroxytetrahydro-2-furanyl}methyl)-9-(1-hydroxy-2-methylpropyl)-6-(2-iminohexahydro-4-pyrimidinyl)-2-isopropyl-4,7,10-trioxo-3,5,8,11, 15-pentaazaheptadecane-1,17-dioic acid λmax nm in water=259) in 2.5 ml of methanol is added 200 μl of pyridine and 200 μl of 2,4-pentanedione at room temperature. The reaction mixture is stirred overnight (th... Starting materials: [N+](=O)([O-])C=1C=CC2=C(C(=NS2)CC(=O)OC)C1 (methyl 5-nitro-1,2-benzisothiazole-3-acetate). The reagents and catalysts are [Fe] (Iron). Solvent: C(C)(=O)O (acetic acid). Run at temperature 50 celsius. Yields the product NC=1C=CC2=C(C(=NS2)CC(=O)OC)C1 (Methyl 5-amino-1,2-benzisothiazole-3-acetate). As a reaction SMILES: [N+:1]([C:4]1[CH:5]=[CH:6][C:7]2[S:11][N:10]=[C:9]([CH2:12][C:13]([O:15][CH3:16])=[O:14])[C:8]=2[CH:17]=1)([O-])=O>C(O)(=O)C.[Fe]>[NH2:1][C:4]1[CH:5]=[CH:6][C:7]2[S:11][N:10]=[C:9]([CH2:12][C:13]([O:15][CH3:16])=[O:14])[C:8]=2[CH:17]=1. Reported procedure: Iron (0.74 g, 13.3 mmol) is added portionwise to a solution of methyl 5-nitro-1,2-benzisothiazole-3-acetate (0.67 g, 2.7 mmol) in acetic acid at 50° C. The reaction mixture is stirred at 50° C. for several minutes, cooled and filtered through diatomaceous earth. The resultant filtrate, which contains the title product, is used in Example 22 without further purification. Reactants: S1C(SC1)=C(C(=O)OCC)C(=O)ON1N=NC2=C1C=CC=C2 (ethyl 2-(1,3-dithietan-2-ylidene)-2-[(1-benzotriazolyl)oxycarbonyl]acetate), NC1=NC=CC=C1 (2-aminopyridine). Yields the product S1C(SC1)=C(C(=O)OCC)C(NC1=NC=CC=C1)=O (Ethyl 2-(1,3-dithietan-2-ylidene)-2-[N-(2-pyridyl)carbamoyl]acetate). Yield: 51.0%. As a reaction SMILES: [S:1]1[CH2:4][S:3][C:2]1=[C:5]([C:11]([O:13]N1C2C=CC=CC=2N=N1)=O)[C:6]([O:8][CH2:9][CH3:10])=[O:7].[NH2:23][C:24]1[CH:29]=[CH:28][CH:27]=[CH:26][N:25]=1>>[S:3]1[CH2:4][S:1][C:2]1=[C:5]([C:11](=[O:13])[NH:23][C:24]1[CH:29]=[CH:28][CH:27]=[CH:26][N:25]=1)[C:6]([O:8][CH2:9][CH3:10])=[O:7]. Procedure: Following the procedure of Example 27, the titled compound (51%) was prepared from ethyl 2-(1,3-dithietan-2-ylidene)-2-[(1-benzotriazolyl)oxycarbonyl]acetate and 2-aminopyridine. The reactants are NC1=CC=C(CNC(=NC2=C3C=CC=NC3=CC=C2)NC#N)C=C1 (N-(4-Amino-benzyl)-N′-cyano-N″-quinolin-5-yl-guanidine), ClC1=CC=C(C=C1)S(=O)(=O)Cl (4-chloro-benzenesulfonyl chloride), N1=CC=CC=C1 (pyridine). Solvent: C(C)(=O)OCC (ethyl acetate). Reaction conditions: time 12 hour. The product is ClC1=CC=C(C=C1)S(=O)(=O)NC1=CC=C(C=C1)CNC(=NC#N)NC1=C2C=CC=NC2=CC=C1 (4-Chloro-N-(4-(N′-cyano-N″-quinolin-5-yl-guanidinomethyl)-phenyl)-benzenesulfonamide). The yield is 76.0%. RXN SMILES: [NH2:1][C:2]1[CH:24]=[CH:23][C:5]([CH2:6][NH:7][C:8]([NH:20][C:21]#[N:22])=[N:9][C:10]2[CH:19]=[CH:18][CH:17]=[C:16]3[C:11]=2[CH:12]=[CH:13][CH:14]=[N:15]3)=[CH:4][CH:3]=1.[Cl:25][C:26]1[CH:31]=[CH:30][C:29]([S:32](Cl)(=[O:34])=[O:33])=[CH:28][CH:27]=1.N1C=CC=CC=1>C(OCC)(=O)C>[Cl:25][C:26]1[CH:31]=[CH:30][C:29]([S:32]([NH:1][C:2]2[CH:3]=[CH:4][C:5]([CH2:6][NH:7][C:8]([NH:9][C:10]3[CH:19]=[CH:18][CH:17]=[C:16]4[C:11]=3[CH:12]=[CH:13][CH:14]=[N:15]4)=[N:20][C:21]#[N:22])=[CH:23][CH:24]=2)(=[O:34])=[O:33])=[CH:28][CH:27]=1. Reported procedure: N-(4-Amino-benzyl)-N′-cyano-N″-quinolin-5-yl-guanidine (50 mg, 0.16 mmol) and 4-chloro-benzenesulfonyl chloride (41 mg, 0.19 mmol) were added to pyridine (1 mL). An exothermic reaction occurred and the suspension became homogeneous. This solution was shaken at room temperature for 12 hours. The reaction mixture was then diluted with ethyl acetate (8 mL) and washed with water (5 mL×3). The organic phase was dried over anhydrous sodium sulfate. The solvent was removed in vacuo and the residue was ... The reactants are [Na+], [Na+], O=C([O-])[O-], O, OCCO, N#CC1CCC(=O)C1CCCCCCCO, Cc1ccc(S(=O)(=O)O)cc1, c1ccccc1. Product: N#CC1CCC2(OCCO2)C1CCCCCCCO. RXN SMILES: [Na+:32].[Na+:33].[O-:34][C:35](=[O:36])[O-:37].[OH2:38].[OH:17][CH2:18][CH2:19][OH:20].[OH:1][CH2:2][CH2:3][CH2:4][CH2:5][CH2:6][CH2:7][CH2:8][CH:9]1[CH:10]([C:15]#[N:16])[CH2:11][CH2:12][C:13]1=[O:14].[c:21]1([CH3:22])[cH:23][cH:24][c:25]([S:26]([OH:27])(=[O:28])=[O:29])[cH:30][cH:31]1.[cH:39]1[cH:40][cH:41][cH:42][cH:43][cH:44]1>>[OH:1][CH2:2][CH2:3][CH2:4][CH2:5][CH2:6][CH2:7][CH2:8][CH:9]1[CH:10]([C:15]#[N:16])[CH2:11][CH2:12][C:13]12[O:14][CH2:19][CH2:18][O:17]2.